From a dataset of the Open Reaction Database (ORD), a public repository of structured organic reaction records. describe an organic reaction: reactants, conditions, products, and yield Starting materials: C(C=C)ON(S(=O)(=O)C1=C(C=CC=C1)[N+](=O)[O-])[C@@H]1C(=C[C@H](N(C1)C(=O)OC(C)(C)C)C(N)=O)C ((2S,5R)-tert-butyl 5-(N-(allyloxy)-2-nitrophenylsulfonamido)-2-carbamoyl-4-methyl-5,6-dihydropyridine-1(2H)-carboxylate), C(C=C)ON(S(=O)(=O)C1=C(C=CC=C1)[N+](=O)[O-])[C@@H]1C=C([C@H](N(C1)C(=O)OC(C)(C)C)C(=O)O)C1CC1 ((2S,5R)-5-(N-(allyloxy)-2-nitrophenylsulfonamido)-1-(tert-butoxycarbonyl)-3-cyclopropyl-1,2,5,6-tetrahydropyridine-2-carboxylic acid), C(C=C)ON(S(=O)(=O)C1=C(C=CC=C1)[N+](=O)[O-])[C@@H]1C=C([C@H](N(C1)C(=O)OC(C)(C)C)C(=O)O)C1CC1 ((2S,5R)-5-(N-(allyloxy)-2-nitrophenylsulfonamido)-1-(tert-butoxycarbonyl)-3-cyclopropyl-1,2,5,6-tetrahydropyridine-2-carboxylic acid). The product is C(C=C)ON(S(=O)(=O)C1=C(C=CC=C1)[N+](=O)[O-])[C@@H]1C=C([C@H](N(C1)C(=O)OC(C)(C)C)C(N)=O)C1CC1 ((2S,5R)-tert-butyl 5-(N-(allyloxy)-2-nitrophenylsulfonamido)-2-carbamoyl-3-cyclopropyl-5,6-dihydropyridine-1(2H)-carboxylate), foam. Isolated yield 47.0%. As a reaction SMILES: [CH2:1]([O:4][N:5]([C@H:18]1[CH2:23][N:22]([C:24]([O:26][C:27]([CH3:30])([CH3:29])[CH3:28])=[O:25])[C@H:21]([C:31]([OH:33])=O)[C:20]([CH:34]2[CH2:36][CH2:35]2)=[CH:19]1)[S:6]([C:9]1[CH:14]=[CH:13][CH:12]=[CH:11][C:10]=1[N+:15]([O-:17])=[O:16])(=[O:8])=[O:7])[CH:2]=[CH2:3].C(O[N:41]([C@H]1CN(C(OC(C)(C)C)=O)[C@H](C(=O)N)C=C1C)S(C1C=CC=CC=1[N+]([O-])=O)(=O)=O)C=C>>[CH2:1]([O:4][N:5]([C@H:18]1[CH2:23][N:22]([C:24]([O:26][C:27]([CH3:29])([CH3:30])[CH3:28])=[O:25])[C@H:21]([C:31](=[O:33])[NH2:41])[C:20]([CH:34]2[CH2:36][CH2:35]2)=[CH:19]1)[S:6]([C:9]1[CH:14]=[CH:13][CH:12]=[CH:11][C:10]=1[N+:15]([O-:17])=[O:16])(=[O:8])=[O:7])[CH:2]=[CH2:3]. Procedure details: The title compound was prepared from (2S,5R)-5-(N-(allyloxy)-2-nitrophenylsulfonamido)-1-(tert-butoxycarbonyl)-3-cyclopropyl-1,2,5,6-tetrahydropyridine-2-carboxylic acid (Intermediate 241, 2.28 g, 4.35 mmol) following the procedure described for Intermediate 20. The desired product was obtained as an orange foam (1.07 g, 47%). The reactants are COC=1C(=NC=C(C1)B1OC(C(O1)(C)C)(C)C)N (3-methoxy-5-(4,4,5,5-tetramethyl-1,3,2-dioxaborolan-2-yl)pyridin-2-amine), BrC=1N=C(N(C1Br)COCC[Si](C)(C)C)N1CCNCC1 (1-(4,5-dibromo-1-((2-(trimethylsilyl)ethoxy)methyl)-1H-imidazol-2-yl)piperazine). As a reaction SMILES: [CH3:1][O:2][C:3]1[C:4]([NH2:18])=[N:5][CH:6]=[C:7](B2OC(C)(C)C(C)(C)O2)[CH:8]=1.Br[C:20]1[N:21]=[C:22]([N:34]2[CH2:39][CH2:38][NH:37][CH2:36][CH2:35]2)[N:23]([CH2:26][O:27][CH2:28][CH2:29][Si:30]([CH3:33])([CH3:32])[CH3:31])[C:24]=1[Br:25]>COCCOC.C([O-])([O-])=O.[Na+].[Na+].C1C=CC([P]([Pd]([P](C2C=CC=CC=2)(C2C=CC=CC=2)C2C=CC=CC=2)([P](C2C=CC=CC=2)(C2C=CC=CC=2)C2C=CC=CC=2)[P](C2C=CC=CC=2)(C2C=CC=CC=2)C2C=CC=CC=2)(C2C=CC=CC=2)C2C=CC=CC=2)=CC=1>[Br:25][C:24]1[N:23]([CH2:26][O:27][CH2:28][CH2:29][Si:30]([CH3:33])([CH3:32])[CH3:31])[C:22]([N:34]2[CH2:35][CH2:36][NH:37][CH2:38][CH2:39]2)=[N:21][C:20]=1[C:7]1[CH:8]=[C:3]([O:2][CH3:1])[C:4]([NH2:18])=[N:5][CH:6]=1 |f:3.4.5,^1:55,57,76,95|. Solvent: COCCOC (DME), C(=O)([O-])[O-].[Na+].[Na+] (Na2CO3). Reagents/catalysts: C=1C=CC(=CC1)[P](C=2C=CC=CC2)(C=3C=CC=CC3)[Pd]([P](C=4C=CC=CC4)(C=5C=CC=CC5)C=6C=CC=CC6)([P](C=7C=CC=CC7)(C=8C=CC=CC8)C=9C=CC=CC9)[P](C=1C=CC=CC1)(C=1C=CC=CC1)C=1C=CC=CC1 (Pd(Ph3P)4). Reaction conditions: temperature 115 celsius. Product: BrC1=C(N=C(N1COCC[Si](C)(C)C)N1CCNCC1)C=1C=C(C(=NC1)N)OC (5-(5-bromo-2-(piperazin-1-yl)-1-((2-(trimethylsilyl)ethoxy)methyl)-1H-imidazol-4-yl)-3-methoxypyridin-2-amine). Procedure details: A mixture of 3-methoxy-5-(4,4,5,5-tetramethyl-1,3,2-dioxaborolan-2-yl)pyridin-2-amine (56.2 mg, 0.225 mmol) and 1-(4,5-dibromo-1-((2-(trimethylsilyl)ethoxy)methyl)-1H-imidazol-2-yl)piperazine (90 mg, 0.204 mmol) in DME (2.1 ml) and 2M aqueous Na2CO3 (0.7 ml) was sparged with Ar for 2 min. Pd(Ph3P)4 (23.6 mg, 0.02 mmol) was added. The mixture was sparged with Argon for an additional 2 min and was heated in a sealed tube in a microwave reactor at 115° C. for 15 min. The reaction mixture was extrac... Starting materials: CC(C)(C)OC(=O)COc1cc(NC(=O)OC(C)(C)C)c([N+](=O)[O-])cc1I, OB(O)c1ccc(F)cc1. As a reaction SMILES: [C:1]([CH3:2])([CH3:3])([CH3:4])[O:5][C:6]([CH2:7][O:8][c:9]1[c:10]([I:26])[cH:11][c:12]([N+:23](=[O:24])[O-:25])[c:13]([NH:15][C:16](=[O:17])[O:18][C:19]([CH3:20])([CH3:21])[CH3:22])[cH:14]1)=[O:27].[OH:28][B:29]([OH:30])[c:31]1[cH:32][cH:33][c:34]([F:35])[cH:36][cH:37]1>>[C:1]([CH3:2])([CH3:3])([CH3:4])[O:5][C:6]([CH2:7][O:8][c:9]1[c:10](-[c:31]2[cH:32][cH:33][c:34]([F:35])[cH:36][cH:37]2)[cH:11][c:12]([N+:23](=[O:24])[O-:25])[c:13]([NH:15][C:16](=[O:17])[O:18][C:19]([CH3:20])([CH3:21])[CH3:22])[cH:14]1)=[O:27]. The product is CC(C)(C)OC(=O)COc1cc(NC(=O)OC(C)(C)C)c([N+](=O)[O-])cc1-c1ccc(F)cc1. Reactants: N1(CCNCC1)C(=O)OC(C)(C)C (tert-butyl piperazine-1-carboxylate), IC1=CSC=C1 (3-iodothiophene), CC(C)([O-])C.[Na+] (sodium tert-butoxide), (dibenzylidenacetone)palladium (0), C1(CCCCC1)P(C1=C(C=CC=C1)C1=C(C=C(C=C1C(C)C)C(C)C)C(C)C)C1CCCCC1 (2-dicyclohexylphosphino-2′,4′,6′-triisopropylbiphenyl). The solvent is C1(=CC=CC=C1)C (toluene), O (water). Reaction conditions: temperature 100 celsius. Yields the product S1C=C(C=C1)N1CCN(CC1)C(=O)OCCCC (butyl 4-(3-thienyl)piperazine-1-carboxylate). RXN SMILES: [N:1]1([C:7]([O:9][C:10]([CH3:13])(C)C)=[O:8])[CH2:6][CH2:5][NH:4][CH2:3][CH2:2]1.I[C:15]1[CH:19]=[CH:18][S:17][CH:16]=1.[CH3:20][C:21](C)([O-])C.[Na+].C1(P(C2CCCCC2)C2C=CC=CC=2C2C(C(C)C)=CC(C(C)C)=CC=2C(C)C)CCCCC1>C1(C)C=CC=CC=1.O>[S:17]1[CH:18]=[CH:19][C:15]([N:4]2[CH2:3][CH2:2][N:1]([C:7]([O:9][CH2:10][CH2:13][CH2:20][CH3:21])=[O:8])[CH2:6][CH2:5]2)=[CH:16]1 |f:2.3|. Procedure details: To a solution of tert-butyl piperazine-1-carboxylate (0.300 g, 1.61 mmol) in 10 mL of toluene under an atmosphere of nitrogen was added 3-iodothiophene (0.390 g, 1.86 mmol), sodium tert-butoxide (0.310 g, 3.22 mmol), tris (dibenzylidenacetone)palladium (0) (0.295 g, 0.322 mmol), and 2-dicyclohexylphosphino-2′,4′,6′-triisopropylbiphenyl (X-Phos, 0.307 g, 0.644 mmol). The mixture was heated to 100° C. for 18 h, cooled to rt, and treated with water. The solution was extracted 3× with ethyl acetate,... Reactants: COC(CC(C)=O)=O (3-oxo-butyric acid methyl ester), R3—(CH2)m—NH2, C1(CCCCC1)N (cyclohexylamine), FC(C=1C=C(C=C(C1)C(F)(F)F)C(CBr)=O)(F)F (1-(3,5-Bis-trifluoromethyl-phenyl)-2-bromo-ethanone), C1(CC1)CN (cyclopropanemethylamine). Reaction SMILES: C[O:2][C:3](=O)[CH2:4][C:5](=O)[CH3:6].[F:9][C:10]([F:26])([F:25])[C:11]1[CH:12]=[C:13]([C:21](=O)[CH2:22]Br)[CH:14]=[C:15]([C:17]([F:20])([F:19])[F:18])[CH:16]=1.[CH:27]1([CH2:30][NH2:31])[CH2:29][CH2:28]1.[CH:32]1([NH2:38])[CH2:37][CH2:36][CH2:35][CH2:34][CH2:33]1>>[CH:32]1([NH:38][C:3]([C:4]2[CH:22]=[C:21]([C:13]3[CH:12]=[C:11]([C:10]([F:26])([F:25])[F:9])[CH:16]=[C:15]([C:17]([F:20])([F:19])[F:18])[CH:14]=3)[N:31]([CH2:30][CH:27]3[CH2:29][CH2:28]3)[C:5]=2[CH3:6])=[O:2])[CH2:37][CH2:36][CH2:35][CH2:34][CH2:33]1. The product is C1(CCCCC1)NC(=O)C1=C(N(C(=C1)C1=CC(=CC(=C1)C(F)(F)F)C(F)(F)F)CC1CC1)C (5-(3,5-Bis-trifluoromethyl-phenyl)-1-cyclopropylmethyl-2-methyl-1H-pyrrole-3-carboxylic acid cyclohexylamide). Reported procedure: The title compound was synthesized in analogy to Example 68, using 3-oxo-butyric acid methyl ester as compound of formula R, 1-(3,5-Bis-trifluoromethyl-phenyl)-2-bromo-ethanone as compound of formula S, cyclopropanemethylamine as R3—(CH2)m—NH2 and cyclohexylamine as R1R2NH, MS (ISP) 473.2 (M+H)+. The reactants are O=C1OC(=O)C2=C1CCCC2, CC(=O)O, C#CCN1C(=O)COc2cc(F)c(N)cc21, O. The product is C#CCN1C(=O)COc2cc(F)c(N3C(=O)C4=C(CCCC4)C3=O)cc21. Reaction SMILES: [C:17]1(=[O:27])[C:18]2=[C:19]([C:20](=[O:21])[O:22]1)[CH2:23][CH2:24][CH2:25][CH2:26]2.[CH3:28][C:29](=[O:30])[OH:31].[NH2:1][c:2]1[c:3]([F:16])[cH:4][c:5]2[c:6]([cH:15]1)[N:7]([CH2:12][C:13]#[CH:14])[C:8](=[O:11])[CH2:9][O:10]2.[OH2:32]>>[N:1]1([c:2]2[c:3]([F:16])[cH:4][c:5]3[c:6]([cH:15]2)[N:7]([CH2:12][C:13]#[CH:14])[C:8](=[O:11])[CH2:9][O:10]3)[C:17](=[O:22])[C:18]2=[C:19]([C:20]1=[O:21])[CH2:23][CH2:24][CH2:25][CH2:26]2. Starting materials: FC(F)(F)c1ccc(CCl)cn1, CC(=O)N(c1ccc(Cl)cc1)C1CC(C)N(C(=O)c2ccc(CN)cc2)c2ccccc21. As a reaction SMILES: [F:33][C:34]([F:35])([F:36])[c:37]1[cH:38][cH:39][c:40]([CH2:41][Cl:42])[cH:43][n:44]1.[NH2:1][CH2:2][c:3]1[cH:4][cH:5][c:6]([C:7](=[O:8])[N:9]2[CH:10]([CH3:30])[CH2:11][CH:12]([N:19]([C:20]([CH3:21])=[O:22])[c:23]3[cH:24][cH:25][c:26]([Cl:29])[cH:27][cH:28]3)[c:13]3[cH:14][cH:15][cH:16][cH:17][c:18]32)[cH:31][cH:32]1>>[N:1]#[C:2][c:3]1[cH:4][cH:5][c:6]([C:7](=[O:8])[N:9]2[CH:10]([CH3:30])[CH2:11][CH:12]([N:19]([C:20]([CH3:21])=[O:22])[c:23]3[cH:24][cH:25][c:26]([Cl:29])[cH:27][cH:28]3)[c:13]3[cH:14][cH:15][cH:16][cH:17][c:18]32)[cH:31][cH:32]1. The product is CC(=O)N(c1ccc(Cl)cc1)C1CC(C)N(C(=O)c2ccc(C#N)cc2)c2ccccc21.